The task is: describe an organic reaction: reactants, conditions, products, and yield. This data is from the Open Reaction Database (ORD), a public repository of structured organic reaction records. Reactants: Cl.C1(=CC=CC=C1)C([C@H]1[C@H]([C@H]2[C@@H](CN1CC2)C(=O)O)O)C2=CC=CC=C2 ((3S,4R,5S,6S)-6-diphenylmethyl-5-hydroxy-1-azabicyclo[2.2.2]octane-3-carboxylic acid hydrochloride), C1COCCOCCOCCOCCOCCO1 (18-crown-6), C(C)(C)C=1C=CC(=C(CBr)C1)OC (5-isopropyl-2-methoxybenzyl bromide), Example 1 ( iii ), CC(C)([O-])C.[K+] (potassium t-butoxide). Solvent: COCCOC (DME), COCCOC (DME). Conditions: temperature 0 celsius, time 1 hour. Product: C1(=CC=CC=C1)C([C@H]1[C@H]([C@H]2[C@@H](CN1CC2)C(=O)OCC2=C(C=CC(=C2)C(C)C)OC)O)C2=CC=CC=C2 (5-isopropyl-2-methoxybenzyl (3S,4R,5S,6S)-6-diphenylmethyl-5-hydroxy-1 -azabicyclo[2.2.2]octane-3-carboxylate). The yield is 76.7%. Reaction SMILES: Cl.[C:2]1([CH:8]([C:21]2[CH:26]=[CH:25][CH:24]=[CH:23][CH:22]=2)[C@@H:9]2[N:14]3[CH2:15][CH2:16][C@H:11]([C@H:12]([C:17]([OH:19])=[O:18])[CH2:13]3)[C@@H:10]2[OH:20])[CH:7]=[CH:6][CH:5]=[CH:4][CH:3]=1.CC(C)([O-])C.[K+].C1OCCOCCOCCOCCOCCOC1.[CH:51]([C:54]1[CH:55]=[CH:56][C:57]([O:62][CH3:63])=[C:58]([CH:61]=1)[CH2:59]Br)([CH3:53])[CH3:52]>COCCOC>[C:21]1([CH:8]([C:2]2[CH:3]=[CH:4][CH:5]=[CH:6][CH:7]=2)[C@@H:9]2[N:14]3[CH2:15][CH2:16][C@H:11]([C@H:12]([C:17]([O:19][CH2:59][C:58]4[CH:61]=[C:54]([CH:51]([CH3:53])[CH3:52])[CH:55]=[CH:56][C:57]=4[O:62][CH3:63])=[O:18])[CH2:13]3)[C@@H:10]2[OH:20])[CH:26]=[CH:25][CH:24]=[CH:23][CH:22]=1 |f:0.1,2.3|. Reported procedure: To a suspension of (3S,4R,5S,6S)-6-diphenylmethyl-5-hydroxy-1-azabicyclo[2.2.2]octane-3-carboxylic acid hydrochloride (obtained in Example 1 (iii); 110 mg, 0.3 mmol) in DME (3 ml) was added potassium t-butoxide (130 mg, 1.2 mmol) followed by 18-crown-6 (300 mg, 1.2 mmol) at room temperature. To this solution was added 5-isopropyl-2-methoxybenzyl bromide (300 mg, 1.2 mmol) in DME (3 ml) at 0° C. The mixture was stirred at 0° C. for 1 hour and at room temperature for 1 hour, quenched with H2O (10 ... Procedure details: The crude ethyl 6-(chloromethyl)-1,2,3,4-tetrahydro-2-naphthalenecarboxylate obtained in Referential Example 5 was dissolved in 100 ml of anhydrous acetonitrile and then 3.22 g of sodium iodide and 3.94 g of 1-acetylimidazole were added thereto. The resulting mixture was heated under reflux for 1.5 hours. The reaction mixture was concentrated in vacuo and 100 ml of methanol was added to the residue. The mixture was stirred and concentrated in vacuo. Water was added to the residue. The mixture wa... Yields the product Cl.N1C(=NC=C1)CC=1C=C2CCC(CC2=CC1)C(=O)OCC (ethyl 6-(1-imidazolylmethyl)-1,2,3,4-tetrahydro-2-naphthalenecarboxylate hydrochloride). As a reaction SMILES: [Cl:1][CH2:2][C:3]1[CH:4]=[C:5]2[C:10](=[CH:11][CH:12]=1)[CH2:9][CH:8]([C:13]([O:15][CH2:16][CH3:17])=[O:14])[CH2:7][CH2:6]2.[I-].[Na+].C([N:23]1[CH:27]=[CH:26][N:25]=[CH:24]1)(=O)C.Cl>C(#N)C.C(O)C>[ClH:1].[NH:23]1[CH:27]=[CH:26][N:25]=[C:24]1[CH2:2][C:3]1[CH:4]=[C:5]2[C:10](=[CH:11][CH:12]=1)[CH2:9][CH:8]([C:13]([O:15][CH2:16][CH3:17])=[O:14])[CH2:7][CH2:6]2 |f:1.2,7.8|. Reactants: ClCC=1C=C2CCC(CC2=CC1)C(=O)OCC (ethyl 6-(chloromethyl)-1,2,3,4-tetrahydro-2-naphthalenecarboxylate), Cl (hydrogen chloride), [I-].[Na+] (sodium iodide), C(C)(=O)N1C=NC=C1 (1-acetylimidazole). Run in C(C)#N (acetonitrile), C(C)O (ethanol).